Dataset: the Open Reaction Database (ORD), a public repository of structured organic reaction records. Task: describe an organic reaction: reactants, conditions, products, and yield Starting materials: CCc1ccc(Nc2noc3c(C(=O)OC)c(Cl)ccc23)cc1, [Li+], C1COCCO1, [OH-], O. The product is CCc1ccc(Nc2noc3c(C(=O)O)c(Cl)ccc23)cc1. As a reaction SMILES: [CH3:1][O:2][C:3](=[O:4])[c:5]1[c:6]([Cl:23])[cH:7][cH:8][c:9]2[c:10]([NH:14][c:15]3[cH:16][cH:17][c:18]([CH2:21][CH3:22])[cH:19][cH:20]3)[n:11][o:12][c:13]12.[Li+:25].[O:27]1[CH2:28][CH2:29][O:30][CH2:31][CH2:32]1.[OH-:24].[OH2:26]>>[O:2]=[C:3]([OH:4])[c:5]1[c:6]([Cl:23])[cH:7][cH:8][c:9]2[c:10]([NH:14][c:15]3[cH:16][cH:17][c:18]([CH2:21][CH3:22])[cH:19][cH:20]3)[n:11][o:12][c:13]12. Reactants: C1(CC1)C(CC(=O)OCC)C1=CC(=CC=C1)CN(C(C)=O)C1=CC(=C(C=C1)C1=C(C=CC(=C1)OC)F)CC(C)(C)C (ethyl 3-cyclopropyl-3-(3-((N-(2′-fluoro-5′-methoxy-2-neopentyl-[1,1′-biphenyl]-4-yl)acetamido)methyl)phenyl)propanoate), [OH-].[Na+] (sodium hydroxide), Cl (hydrochloric acid). The solvent is C(C)O (ethanol). Reaction conditions: temperature 50 celsius, time 2 hour. Yields the product C(C)(=O)N(C1=CC(=C(C=C1)C1=C(C=CC(=C1)OC)F)CC(C)(C)C)CC=1C=C(C=CC1)C(CC(=O)O)C1CC1 (3-(3-((acetyl(2-(2,2-dimethylpropyl)-2′-fluoro-5′-methoxybiphenyl-4-yl)amino)methyl)phenyl)-3-cyclopropylpropanoic acid). Yield: 100.2%. Reaction SMILES: [CH:1]1([CH:4]([C:11]2[CH:16]=[CH:15][CH:14]=[C:13]([CH2:17][N:18]([C:22]3[CH:27]=[CH:26][C:25]([C:28]4[CH:33]=[C:32]([O:34][CH3:35])[CH:31]=[CH:30][C:29]=4[F:36])=[C:24]([CH2:37][C:38]([CH3:41])([CH3:40])[CH3:39])[CH:23]=3)[C:19](=[O:21])[CH3:20])[CH:12]=2)[CH2:5][C:6]([O:8]CC)=[O:7])[CH2:3][CH2:2]1.[OH-].[Na+].Cl>C(O)C>[C:19]([N:18]([CH2:17][C:13]1[CH:12]=[C:11]([CH:4]([CH:1]2[CH2:3][CH2:2]2)[CH2:5][C:6]([OH:8])=[O:7])[CH:16]=[CH:15][CH:14]=1)[C:22]1[CH:27]=[CH:26][C:25]([C:28]2[CH:33]=[C:32]([O:34][CH3:35])[CH:31]=[CH:30][C:29]=2[F:36])=[C:24]([CH2:37][C:38]([CH3:39])([CH3:41])[CH3:40])[CH:23]=1)(=[O:21])[CH3:20] |f:1.2|. Procedure: To a solution of ethyl 3-cyclopropyl-3-(3-((N-(2′-fluoro-5′-methoxy-2-neopentyl-[1,1′-biphenyl]-4-yl)acetamido)methyl)phenyl)propanoate (104 mg) in ethanol (1.9 mL) was added 2N aqueous sodium hydroxide solution (466 μL) at room temperature, and the mixture was stirred at 50° C. for 2 hr. The reaction mixture was neutralized with 1N hydrochloric acid at 0° C., and extracted with ethyl acetate. The extract was dried over anhydrous sodium sulfate and the solvent was evaporated under reduced pressu...